From a dataset of the Open Reaction Database (ORD), a public repository of structured organic reaction records. describe an organic reaction: reactants, conditions, products, and yield Starting materials: OCc1coc(Cc2ccccc2)c1, Cc1ccccc1, O=S(Cl)Cl, c1ccncc1. Yields the product ClCc1coc(Cc2ccccc2)c1. RXN SMILES: [CH2:11]([c:12]1[cH:13][cH:14][cH:15][cH:16][cH:17]1)[c:18]1[o:19][cH:20][c:21]([CH2:23][OH:24])[cH:22]1.[CH3:25][c:26]1[cH:27][cH:28][cH:29][cH:30][cH:31]1.[S:1]([Cl:2])([Cl:3])=[O:4].[cH:5]1[cH:6][cH:7][n:8][cH:9][cH:10]1>>[Cl:3][CH2:23][c:21]1[cH:20][o:19][c:18]([CH2:11][c:12]2[cH:13][cH:14][cH:15][cH:16][cH:17]2)[cH:22]1. Starting materials: CCN1CCc2cc(O)cc(OC)c2C1, ClCCl, O=S(=O)(OS(=O)(=O)C(F)(F)F)C(F)(F)F, c1ccncc1. Product: CCN1CCc2cc(OS(=O)(=O)C(F)(F)F)cc(OC)c2C1. Reaction SMILES: [CH2:16]([CH3:17])[N:18]1[CH2:19][c:20]2[c:21]([O:29][CH3:30])[cH:22][c:23]([OH:28])[cH:24][c:25]2[CH2:26][CH2:27]1.[Cl:37][CH2:38][Cl:39].[F:1][C:2]([F:3])([F:4])[S:5](=[O:6])(=[O:7])[O:8][S:9]([C:10]([F:11])([F:12])[F:13])(=[O:14])=[O:15].[cH:31]1[cH:32][cH:33][n:34][cH:35][cH:36]1>>[F:1][C:2]([F:3])([F:4])[S:5](=[O:6])(=[O:7])[O:8][c:23]1[cH:22][c:21]([O:29][CH3:30])[c:20]2[c:25]([cH:24]1)[CH2:26][CH2:27][N:18]([CH2:16][CH3:17])[CH2:19]2. Product: CC(C)(C)OC(=O)NCCOc1cccc(C#N)c1. RXN SMILES: [Br:1][CH2:2][CH2:3][NH:4][C:5]([O:6][C:7]([CH3:8])([CH3:9])[CH3:10])=[O:11].[C:21](=[O:22])([O-:23])[O-:24].[CH3:29][N:30]([CH3:31])[CH:32]=[O:33].[I-:28].[K+:25].[K+:26].[Na+:27].[OH:12][c:13]1[cH:14][c:15]([C:16]#[N:17])[cH:18][cH:19][cH:20]1>>[CH2:2]([CH2:3][NH:4][C:5]([O:6][C:7]([CH3:8])([CH3:9])[CH3:10])=[O:11])[O:12][c:13]1[cH:14][c:15]([C:16]#[N:17])[cH:18][cH:19][cH:20]1. Reactants: CC(C)(C)OC(=O)NCCBr, O=C([O-])[O-], CN(C)C=O, [I-], [K+], [K+], [Na+], N#Cc1cccc(O)c1. The reactants are CC=1C=C(NC2=CC(=NC=N2)NC2=CC(=CC=C2)OCC(=O)OCC)C=CC1 (6-(3'-methylanilino)-4-[3'-(ethoxycarbonylmethoxy) anilino]pyrimidine), N(CCO)CCO (diethanolamine), O (water). The solvent is C(C)O (ethanol). Yields the product OCCN(C(=O)COC=1C=C(NC2=NC=NC(=C2)NC2=CC(=CC=C2)C)C=CC1)CCO (4-(3'-{N,N-di-(2-hydroxyethyl)carbamoylmethoxy}anilino]6-(3'-methylanilino)pyrimidine). Isolated yield 39.0%. Reaction SMILES: [CH3:1][C:2]1[CH:3]=[C:4]([CH:26]=[CH:27][CH:28]=1)[NH:5][C:6]1[N:11]=[CH:10][N:9]=[C:8]([NH:12][C:13]2[CH:18]=[CH:17][CH:16]=[C:15]([O:19][CH2:20][C:21](OCC)=[O:22])[CH:14]=2)[CH:7]=1.[NH:29]([CH2:33][CH2:34][OH:35])[CH2:30][CH2:31][OH:32].O>C(O)C>[OH:32][CH2:31][CH2:30][N:29]([CH2:33][CH2:34][OH:35])[C:21]([CH2:20][O:19][C:15]1[CH:14]=[C:13]([CH:18]=[CH:17][CH:16]=1)[NH:12][C:8]1[CH:7]=[C:6]([NH:5][C:4]2[CH:26]=[CH:27][CH:28]=[C:2]([CH3:1])[CH:3]=2)[N:11]=[CH:10][N:9]=1)=[O:22]. Procedure: A mixture of 6-(3'-methylanilino)-4-[3'-(ethoxycarbonylmethoxy) anilino]pyrimidine (0.10 g) and diethanolamine (0.06 g) in ethanol (7 ml) was heated at reflux for 72 hours. The mixture was cooled and water (20 ml) added. The ethanol was evaporated and the solid filtered off to give 4-(3'-{N,N-di-(2-hydroxyethyl)carbamoylmethoxy}anilino]6-(3'-methylanilino)pyrimidine in 39% yield, m.p. 112°-113° C.; The reactants are CC1CCN(CC1)C1=C(C=CC=C1)NC(=O)C=1N(C=C(N1)C#N)COCC[Si](C)(C)C (4-cyano-1-(2-trimethylsilanyl-ethoxymethyl)-1H-imidazole-2-carboxylic acid [2-(4-methyl-piperidin-1-yl)-phenyl]-amide), C(=O)(C(F)(F)F)O (TFA). The reagents and catalysts are CCO (EtOH). Run in C(Cl)Cl (CH2Cl2). Conditions: temperature 40 celsius, time 2 day. Product: FC(C(=O)O)(F)F.CC1CCN(CC1)C1=C(C=CC=C1)NC(=O)C=1NC=C(N1)C#N (4-Cyano-1H-imidazole-2-carboxylic acid [2-(4-methyl-piperidin-1-yl)-phenyl]-amide trifluoroacetic acid salt). Isolated yield 10.0%. RXN SMILES: [CH3:1][CH:2]1[CH2:7][CH2:6][N:5]([C:8]2[CH:13]=[CH:12][CH:11]=[CH:10][C:9]=2[NH:14][C:15]([C:17]2[N:18](COCC[Si](C)(C)C)[CH:19]=[C:20]([C:22]#[N:23])[N:21]=2)=[O:16])[CH2:4][CH2:3]1.[C:32]([OH:38])([C:34]([F:37])([F:36])[F:35])=[O:33]>C(Cl)Cl.CCO>[F:35][C:34]([F:37])([F:36])[C:32]([OH:38])=[O:33].[CH3:1][CH:2]1[CH2:7][CH2:6][N:5]([C:8]2[CH:13]=[CH:12][CH:11]=[CH:10][C:9]=2[NH:14][C:15]([C:17]2[NH:18][CH:19]=[C:20]([C:22]#[N:23])[N:21]=2)=[O:16])[CH2:4][CH2:3]1 |f:4.5|. Procedure details: A solution of 153 mg (0.348 mmol) of 4-cyano-1-(2-trimethylsilanyl-ethoxymethyl)-1H-imidazole-2-carboxylic acid [2-(4-methyl-piperidin-1-yl)-phenyl]-amide (as prepared in the previous step) in CH2Cl2 (5 mL) was treated with EtOH (1 drop) and TFA (1 mL), and the mixture was warmed to 40° C. for 2 h and left at RT for 2 days. The mixture was concentrated to dryness, taken up in CH2Cl2 (5 mL), and treated with EtOH (1 drop) and TFA (1.00 mL) at RT for 7 h. The mixture was concentrated in vacuo. The... The reactants are C1CCOC1, COS(=O)(=O)OC, [H-], COc1cccc(-c2cc(F)ccc2C2Cc3nc(N)nc(C)c3C(=NOC(CCO)C(=O)N(C)C)N2)n1, [Na+]. Product: COCCC(ON=C1NC(c2ccc(F)cc2-c2cccc(OC)n2)Cc2nc(N)nc(C)c21)C(=O)N(C)C. Reaction SMILES: [CH2:48]1[O:49][CH2:50][CH2:51][CH2:52]1.[CH3:41][O:42][S:43]([O:44][CH3:45])(=[O:46])=[O:47].[H-:40].[NH2:1][c:2]1[n:3][c:4]([CH3:38])[c:5]2[c:6]([n:7]1)[CH2:8][CH:9]([c:23]1[c:24](-[c:30]3[n:31][c:32]([O:36][CH3:37])[cH:33][cH:34][cH:35]3)[cH:25][c:26]([F:29])[cH:27][cH:28]1)[NH:10][C:11]2=[N:12][O:13][CH:14]([C:15](=[O:16])[N:17]([CH3:18])[CH3:19])[CH2:20][CH2:21][OH:22].[Na+:39]>>[NH2:1][c:2]1[n:3][c:4]([CH3:38])[c:5]2[c:6]([n:7]1)[CH2:8][CH:9]([c:23]1[c:24](-[c:30]3[n:31][c:32]([O:36][CH3:37])[cH:33][cH:34][cH:35]3)[cH:25][c:26]([F:29])[cH:27][cH:28]1)[NH:10][C:11]2=[N:12][O:13][CH:14]([C:15](=[O:16])[N:17]([CH3:18])[CH3:19])[CH2:20][CH2:21][O:22][CH3:41]. Starting materials: C1(=CC=CC=C1)CC(C(=O)O)=C (2-(Phenylmethyl)propenoic acid), COC1=C(C=CC=C1)N1CCNCC1 (1-(2-methoxyphenyl)piperazine). The product is COC1=C(C=CC=C1)N1CCN(CC1)CC(C(=O)O)CC1=CC=CC=C1 (2-[[4-(2-methoxyphenyl)piperazinyl]methyl]-3-phenyl propanoic acid). As a reaction SMILES: [C:1]1([CH2:7][C:8](=[CH2:12])[C:9]([OH:11])=[O:10])[CH:6]=[CH:5][CH:4]=[CH:3][CH:2]=1.[CH3:13][O:14][C:15]1[CH:20]=[CH:19][CH:18]=[CH:17][C:16]=1[N:21]1[CH2:26][CH2:25][NH:24][CH2:23][CH2:22]1>C(O)CC>[CH3:13][O:14][C:15]1[CH:20]=[CH:19][CH:18]=[CH:17][C:16]=1[N:21]1[CH2:26][CH2:25][N:24]([CH2:12][CH:8]([CH2:7][C:1]2[CH:6]=[CH:5][CH:4]=[CH:3][CH:2]=2)[C:9]([OH:11])=[O:10])[CH2:23][CH2:22]1. Run in C(CC)O (propanol). Isolated yield 18.3%. Procedure details: 2-(Phenylmethyl)propenoic acid (Mannich et al., Chem. Ber., 1922, 55, 3486) (2.00 g, 12.35 mmol) and 1-(2-methoxyphenyl)piperazine (2.37 g, 12.35 mmol) in propanol (25 mL) were boiled under reflux for 18 hours, cooled to room temperature, and evaporated in vacuo. The residue was triturated with acetone and diethyl ether to give 2-[[4-(2-methoxyphenyl)piperazinyl]methyl]-3-phenyl propanoic acid (0.80 g) as a colorless powder, mp. 155°-158° C. The reactants are C(C1=CC=CC=C1)N1CCC(CC1)=O (1-benzylpiperidin-4-one), CC(C)([O-])C.[K+] (potassium tert. butoxide), C(C(C)C)I (isobutyl iodide). Reported procedure: 1-benzylpiperidin-4-one (10 g, 53.0 mmole) was added to the stirred suspension of potassium tert. butoxide (7.0 g, 59.0 mmole) in tetrahydrofuran (50 ml) at 10° C. The reaction mixture was stirred for 15 min, isobutyl iodide (10.0 g, 54.0 mmole) was added at 10° C. The resulting mixture stirred for 16 hr at room temperature, refluxed for 3 hr and concentrated to dryness. The residue was triturated with water, extracted with ethyl acetate, dried (Na2SO4) and concentrated to give crude product, wh... Run at time 15 minute. RXN SMILES: [CH2:1]([N:8]1[CH2:13][CH2:12][C:11](=[O:14])[CH2:10][CH2:9]1)[C:2]1[CH:7]=[CH:6][CH:5]=[CH:4][CH:3]=1.[CH3:15][C:16]([CH3:19])([O-])[CH3:17].[K+].C(I)C(C)C>O1CCCC1>[CH2:1]([N:8]1[CH2:13][CH2:12][C:11](=[O:14])[CH:10]([CH2:15][CH:16]([CH3:19])[CH3:17])[CH2:9]1)[C:2]1[CH:3]=[CH:4][CH:5]=[CH:6][CH:7]=1 |f:1.2|. Solvent: O1CCCC1 (tetrahydrofuran). Product: C(C1=CC=CC=C1)N1CC(C(CC1)=O)CC(C)C (1-benzyl-3-isobutylpiperidin-4-one).